Task: describe an organic reaction: reactants, conditions, products, and yield. Dataset: the Open Reaction Database (ORD), a public repository of structured organic reaction records Reactants: N1=CC=C(C=C1)C1CC(CC(C1)=O)=O (5-(4-pyridyl)cyclohexane-1,3-dione), Cl.NCC#CC (1-amino-2-butyne hydrochloride), 4A, O1CCCC1 (tetrahydrofuran). Run in C(C)N(CC)CC (triethylamine). Conditions: time 1 hour. Product: CC1=CC=NC=2CC(CC(C12)=O)C1=CC=NC=C1 (4-methyl-7-(4-pyridyl)-5,6,7,8-tetrahydroquinolin-5-one). The yield is 8.9%. Reaction SMILES: [N:1]1[CH:6]=[CH:5][C:4]([CH:7]2[CH2:12][C:11](=O)[CH2:10][C:9](=[O:14])[CH2:8]2)=[CH:3][CH:2]=1.Cl.[NH2:16][CH2:17][C:18]#[C:19][CH3:20].O1CCCC1>C(N(CC)CC)C>[CH3:20][C:19]1[C:10]2[C:9](=[O:14])[CH2:8][CH:7]([C:4]3[CH:3]=[CH:2][N:1]=[CH:6][CH:5]=3)[CH2:12][C:11]=2[N:16]=[CH:17][CH:18]=1 |f:1.2|. Procedure details: To a mixture of 5-(4-pyridyl)cyclohexane-1,3-dione (0.90 g), 1-amino-2-butyne hydrochloride (0.5 g), molecular sieves 4A (2 g) and tetrahydrofuran (20 ml) was added triethylamine (0.48 g), and the mixture was stirred at room temperature for 1 hour, refluxed for 15 hours and cooled, insoluble materials were filtered off. Under reduced pressure, the solvent was evaporated, and the residue was stirred for 3.5 hours at 220° C. and cooled, to which were added ethyl acetate and sodium hydrogen carbona... Reactants: Br.ClC=1C=C(C=CC1Cl)C1(CCC1)C(CSC=1NCCN1)=O (1-[1-(3,4-dichlorophenyl)cyclobutyl]-2-(2-imidazolin-2-ylthio)ethanone hydrobromide). The solvent is C(C)(=O)O (acetic acid). Run at time 24 hour. The product is Br.ClC=1C=C(C=CC1Cl)C1(CCC1)C=1N2C(SC1)=NCC2 (3-[1-(3,4-dichlorophenyl)cyclobuty]-5,6-dihydroimidazo[2,1-b]thiazole hydrobromide). Isolated yield 94.0%. As a reaction SMILES: [BrH:1].[Cl:2][C:3]1[CH:4]=[C:5]([C:10]2([C:14](=O)[CH2:15][S:16][C:17]3[NH:18][CH2:19][CH2:20][N:21]=3)[CH2:13][CH2:12][CH2:11]2)[CH:6]=[CH:7][C:8]=1[Cl:9]>C(O)(=O)C>[BrH:1].[Cl:2][C:3]1[CH:4]=[C:5]([C:10]2([C:14]3[N:21]4[CH2:20][CH2:19][N:18]=[C:17]4[S:16][CH:15]=3)[CH2:13][CH2:12][CH2:11]2)[CH:6]=[CH:7][C:8]=1[Cl:9] |f:0.1,3.4|. Procedure: A stirred suspension of 1-[1-(3,4-dichlorophenyl)cyclobutyl]-2-(2-imidazolin-2-ylthio)ethanone hydrobromide (5 g) in acetic acid (20 ml) was heated under reflux for 18 hours then allowed to cool to ambient temperature. The solvent was removed in vacuo, the residue was allowed to stand at ambient temperature for 24 hours, and the resulting solid was triturated with ether (50 ml), collected by filtration, washed with ether (50 ml) and dried in vacuo at 50° C. for 3 hours to give 3-[1-(3,4-dichloro...